From a dataset of the Open Reaction Database (ORD), a public repository of structured organic reaction records. describe an organic reaction: reactants, conditions, products, and yield Starting materials: ClC1=C/C(/NC2=CC=CC=C12)=C/1\C(=NNC1=O)C ((Z)-4-(4-chloroquinolin-2(1H)-ylidene)-3-methyl-1H-pyrazol-5(4H)-one), CC1=C(C(=O)O)C=CC=C1S (methyl 3-mercaptobenzoic acid), C20H15N3O3S. Product: CC1=C(C(=O)O)C=CC=C1SC1=C/C(/NC2=CC=CC=C12)=C/1\C(=NNC1=O)C ((Z)-methyl 3-(2-(3-methyl-5-oxo-1H-pyrazol-4(5H)-ylidene)-1,2-dihydroquinolin-4-ylthio)benzoic Acid). Reaction SMILES: Cl[C:2]1[C:11]2[C:6](=[CH:7][CH:8]=[CH:9][CH:10]=2)[NH:5]/[C:4](=[C:12]2/[C:13]([CH3:18])=[N:14][NH:15][C:16]/2=[O:17])/[CH:3]=1.[CH3:19][C:20]1[C:28]([SH:29])=[CH:27][CH:26]=[CH:25][C:21]=1[C:22]([OH:24])=[O:23]>>[CH3:19][C:20]1[C:28]([S:29][C:2]2[C:11]3[C:6](=[CH:7][CH:8]=[CH:9][CH:10]=3)[NH:5]/[C:4](=[C:12]3/[C:13]([CH3:18])=[N:14][NH:15][C:16]/3=[O:17])/[CH:3]=2)=[CH:27][CH:26]=[CH:25][C:21]=1[C:22]([OH:24])=[O:23]. Procedure: The title compound was prepared from (Z)-4-(4-chloroquinolin-2(1H)-ylidene)-3-methyl-1H-pyrazol-5(4H)-one and methyl 3-mercaptobenzoic acid using a procedure analogous to the one described in Example 6. 1H NMR (400 MHz, DMSO-D6) δ ppm 1.93 (s, 3H) 6.79 (s, 1H) 7.62-7.73 (m, 3H) 7.76-7.88 (m, 3H) 7.94 (d, J=8.18 Hz, 1H) 8.12 (d, J=8.26 Hz, 1H) 10.30 (s, 1H) 13.11 (bs, 1H); ESI-MS: m/z calc'd for C20H15N3O3S 377.08. found 378.2 (M+H)+. The reactants are [OH-].[K+] (KOH), O=C1C=CC2=C(N1C1=CC=CC=C1)SC(=C2NC=2C=C(C=CC2)C)C#N (6-Oxo-7-phenyl-3-m-tolylamino-6,7-dihydrothieno[2,3-b]pyridine-2-carbonitrile). Run in O (water), CCO (EtOH), O (water). Product: O=C1C=CC2=C(N1C1=CC=CC=C1)SC(=C2NC=2C=C(C=CC2)C)C(=O)N (6-Oxo-7-phenyl-3-m-tolylamino-6,7-dihydrothieno[2,3-b]pyridine-2-carboxamide). The yield is 141.3%. As a reaction SMILES: [OH-:1].[K+].[O:3]=[C:4]1[N:9]([C:10]2[CH:15]=[CH:14][CH:13]=[CH:12][CH:11]=2)[C:8]2[S:16][C:17]([C:27]#[N:28])=[C:18]([NH:19][C:20]3[CH:21]=[C:22]([CH3:26])[CH:23]=[CH:24][CH:25]=3)[C:7]=2[CH:6]=[CH:5]1>O.CCO>[O:3]=[C:4]1[N:9]([C:10]2[CH:15]=[CH:14][CH:13]=[CH:12][CH:11]=2)[C:8]2[S:16][C:17]([C:27]([NH2:28])=[O:1])=[C:18]([NH:19][C:20]3[CH:21]=[C:22]([CH3:26])[CH:23]=[CH:24][CH:25]=3)[C:7]=2[CH:6]=[CH:5]1 |f:0.1|. Reported procedure: A solution of KOH (12.69 g, 85+%) in water (230 ml) was added to a suspension of Example 23 (114 g) in EtOH (345 ml). The resulting mixture was heated at reflux for 70 minutes, by which time the reaction had gone to completion. It was cooled and water (285 ml) added. The suspension was filtered and washed with water (200 ml). The product was dried under vacuum to give the title compound as a yellow solid (120 g). δH (CDCl3) 8.90 (1H, s), 7.55-7.65 (3H, m), 7.40 (2H, m), 7.20-7.30 (2H, m), 6.90 (...